Dataset: the Open Reaction Database (ORD), a public repository of structured organic reaction records. Task: describe an organic reaction: reactants, conditions, products, and yield Procedure details: A mixture of 15.1 g (0.209 mol) of product of Example 35, 6.6 g (0.2 mol) of potassium carbonate, 32 g of isopropyl iodide and 50 ml of acetone was held at reflux for 18 hours and concentrated. The residue was treated with water and filtered. The solid was dissolved in ether (100 ml) and the ether solution was washed with 50 ml of 10% NaOH, dried, and concentrated. The residue was recrystallized from hexane to give 14.2 g (83%) of product; mp 53°-55° C. Run in CC(=O)C (acetone). The product is FC(C1=NC(=C(C(=C1C(=O)OCC)OC(C)C)C)C(F)(F)F)(F)F (Ethyl 2,6-bis(trifluoromethyl)-4-isopropoxy-5-methyl-3-pyridinecarboxylate). The reactants are FC(C1=NC(=C(C(=C1C(=O)OCC)O)C)C(F)(F)F)(F)F (Ethyl 2,6-bis(trifluoromethyl)-4-hydroxy-5-methyl-3-pyridinecarboxylate), C([O-])([O-])=O.[K+].[K+] (potassium carbonate), C(C)(C)I (isopropyl iodide). As a reaction SMILES: [F:1][C:2]([F:21])([F:20])[C:3]1[C:8]([C:9]([O:11][CH2:12][CH3:13])=[O:10])=[C:7]([OH:14])[C:6]([CH3:15])=[C:5]([C:16]([F:19])([F:18])[F:17])[N:4]=1.C(=O)([O-])[O-].[K+].[K+].[CH:28](I)([CH3:30])[CH3:29]>CC(C)=O>[F:21][C:2]([F:20])([F:1])[C:3]1[C:8]([C:9]([O:11][CH2:12][CH3:13])=[O:10])=[C:7]([O:14][CH:28]([CH3:30])[CH3:29])[C:6]([CH3:15])=[C:5]([C:16]([F:19])([F:18])[F:17])[N:4]=1 |f:1.2.3|. Yield: 21.0%. The reactants are ClC1=C2C(NC(=N1)C)=CC(=N2)C2=CC=CC=C2 (4-chloro-2-methyl-6-phenylpyrrolo[3,2-d]pyrimidine), C(C1CCCO1)N (tetrahydrofurfuryl amine), C(=O)([O-])[O-].[K+].[K+] (K2CO3). The solvent is O (H2O). Yields the product CC=1NC=2C(=C(N1)NCC1OCCC1)N=C(C2)C2=CC=CC=C2 ((2-Methyl-6-phenylpyrrolo[2,3-]pyrimidin-4-yl)(2-perhydrofurylmethyl)amine). Isolated yield 34.8%. RXN SMILES: Cl[C:2]1[N:7]=[C:6]([CH3:8])[NH:5][C:4]2=[CH:9][C:10]([C:12]3[CH:17]=[CH:16][CH:15]=[CH:14][CH:13]=3)=[N:11][C:3]=12.[CH2:18]([NH2:24])[CH:19]1[O:23][CH2:22][CH2:21][CH2:20]1.C([O-])([O-])=O.[K+].[K+]>O>[CH3:8][C:6]1[NH:5][C:4]2[C:3]([N:11]=[C:10]([C:12]3[CH:17]=[CH:16][CH:15]=[CH:14][CH:13]=3)[CH:9]=2)=[C:2]([NH:24][CH2:18][CH:19]2[CH2:20][CH2:21][CH2:22][O:23]2)[N:7]=1 |f:2.3.4|. Procedure: This compound was prepared according to the method described in Example 26 by employing 4-chloro-2-methyl-6-phenylpyrrolo[3,2-d]pyrimidine (Example 1(e)) (0.10 g, 0.41 mmol), tetrahydrofurfuryl amine (Aldrich Chemical Company) (0.212 mL, 2.05 mmol) and K2CO3 (0.34 g, 2.50 mmol) in H2O (2.5 mL) to obtain crude pink solids. Recrystallization from EtOH/MeOH gave 0.044 g (35%) of the title compound as an off-white solid. Mp: 280° C. 1H NMR (CDCl3; 500 MHz): δ 1.59 (m, 1), 1.87 (m, 2), 2.00 (m, 1), 2... Reactants: NS(=O)(=O)c1cccc(Br)c1, CC(=O)[O-], CN(C)C=O, OCCCNc1nc2cc(C(F)(F)F)ccc2n2c(I)cnc12, [K+], [Na+], [Na+], O=C([O-])[O-], O, c1ccc(P(c2ccccc2)(c2ccccc2)[Pd](P(c2ccccc2)(c2ccccc2)c2ccccc2)(P(c2ccccc2)(c2ccccc2)c2ccccc2)P(c2ccccc2)(c2ccccc2)c2ccccc2)cc1. Product: NS(=O)(=O)c1cccc(-c2cnc3c(NCCCO)nc4cc(C(F)(F)F)ccc4n23)c1. RXN SMILES: [Br:1][c:2]1[cH:3][c:4]([S:8](=[O:9])(=[O:10])[NH2:11])[cH:5][cH:6][cH:7]1.[CH3:13][C:14](=[O:15])[O-:16].[CH3:46][N:47]([CH3:48])[CH:49]=[O:50].[I:17][c:18]1[cH:19][n:20][c:21]2[n:22]1[c:23]1[cH:24][cH:25][c:26]([C:36]([F:37])([F:38])[F:39])[cH:27][c:28]1[n:29][c:30]2[NH:31][CH2:32][CH2:33][CH2:34][OH:35].[K+:12].[Na+:40].[Na+:41].[O-:42][C:43](=[O:44])[O-:45].[OH2:51].[cH:52]1[cH:53][cH:54][c:55]([P:56]([Pd:57]([P:58]([c:59]2[cH:60][cH:61][cH:62][cH:63][cH:64]2)([c:65]2[cH:66][cH:67][cH:68][cH:69][cH:70]2)[c:71]2[cH:72][cH:73][cH:74][cH:75][cH:76]2)([P:77]([c:78]2[cH:79][cH:80][cH:81][cH:82][cH:83]2)([c:84]2[cH:85][cH:86][cH:87][cH:88][cH:89]2)[c:90]2[cH:91][cH:92][cH:93][cH:94][cH:95]2)[P:96]([c:97]2[cH:98][cH:99][cH:100][cH:101][cH:102]2)([c:103]2[cH:104][cH:105][cH:106][cH:107][cH:108]2)[c:109]2[cH:110][cH:111][cH:112][cH:113][cH:114]2)([c:115]2[cH:116][cH:117][cH:118][cH:119][cH:120]2)[c:121]2[cH:122][cH:123][cH:124][cH:125][cH:126]2)[cH:127][cH:128]1>>[c:2]1(-[c:18]2[cH:19][n:20][c:21]3[n:22]2[c:23]2[cH:24][cH:25][c:26]([C:36]([F:37])([F:38])[F:39])[cH:27][c:28]2[n:29][c:30]3[NH:31][CH2:32][CH2:33][CH2:34][OH:35])[cH:3][c:4]([S:8](=[O:9])(=[O:10])[NH2:11])[cH:5][cH:6][cH:7]1. Reactants: C(C1=CC=CC=C1)(=O)C1=CC(=C2N1CCC2C(=O)OC(C)C)Br (isopropyl 5-benzoyl-7-bromo-1,2-dihydro-3H-pyrrolo[1,2-a]-pyrrole-1-carboxylate), CO (methanol), C([O-])([O-])=O.[K+].[K+] (potassium carbonate). Run in O (water). Yields the product C(C1=CC=CC=C1)(=O)C1=CC(=C2N1CCC2C(=O)O)Br (5-benzoyl-7-bromo-1,2-dihydro-3H-pyrrolo[1,2-a]pyrrole-1-carboxylic acid). Reaction SMILES: [C:1]([C:9]1[N:13]2[CH2:14][CH2:15][CH:16]([C:17]([O:19]C(C)C)=[O:18])[C:12]2=[C:11]([Br:23])[CH:10]=1)(=[O:8])[C:2]1[CH:7]=[CH:6][CH:5]=[CH:4][CH:3]=1.CO.C(=O)([O-])[O-].[K+].[K+]>O>[C:1]([C:9]1[N:13]2[CH2:14][CH2:15][CH:16]([C:17]([OH:19])=[O:18])[C:12]2=[C:11]([Br:23])[CH:10]=1)(=[O:8])[C:2]1[CH:3]=[CH:4][CH:5]=[CH:6][CH:7]=1 |f:2.3.4|. Reported procedure: A solution of 336 mg. of isopropyl 5-benzoyl-7-bromo-1,2-dihydro-3H-pyrrolo[1,2-a]-pyrrole-1-carboxylate in 10 ml. of methanol is treated with a solution of 690 mg. of potassium carbonate in 5 ml. of water. The reaction mixture is refluxed under nitrogen atmosphere for 30 minitres, cooled, and evaporated to dryness. The residue is taken up in 10 ml. of 10% aqueous hydrochloric acid and 50 ml. of water and the resultant mixture extracted with ethyl acetate (2×50 ml.). The combined extracts are dr... The reactants are solution, C(CCC)[Li] (n-butyllithium), S1C(=NC=C1)NC(C)=O (N-(2-thiazolyl)-acetamide), ClC(C)C1=NC2=C(C(O1)=O)C=CC=C2 (2-(1-chloroethyl)-4H-3,1-benzoxazine-4-one), Cl (hydrochloric acid). Solvent: O1CCCC1 (tetrahydrofuran), CCCCCC (hexane), O1CCCC1 (tetrahydrofuran), O (water). Yields the product ClC(C(=O)NC1=C(C=CC=C1)C(CC(=O)NC=1SC=CN1)=O)C (2-[(2-chloro-1-oxo-propyl)-amino]-β-oxo-N-(2-thiazolyl)-benzene-propanamide). The yield is 70.5%. As a reaction SMILES: C([Li])CCC.[S:6]1[CH:10]=[CH:9][N:8]=[C:7]1[NH:11][C:12](=[O:14])[CH3:13].[Cl:15][CH:16]([C:18]1[O:23][C:22](=[O:24])[C:21]2[CH:25]=[CH:26][CH:27]=[CH:28][C:20]=2[N:19]=1)[CH3:17].Cl>O1CCCC1.O.CCCCCC>[Cl:15][CH:16]([CH3:17])[C:18]([NH:19][C:20]1[CH:28]=[CH:27][CH:26]=[CH:25][C:21]=1[C:22](=[O:24])[CH2:13][C:12]([NH:11][C:7]1[S:6][CH:10]=[CH:9][N:8]=1)=[O:14])=[O:23]. Procedure details: 191 ml of a solution of 1.4M of n-butyllithium per liter of hexane were added under argon at 0° C. to a solution of 19.05 g of N-(2-thiazolyl)-acetamide in 580 ml of tetrahydrofuran and then a solution of 14.04 g of the product of Step A in 100 ml of tetrahydrofuran were added thereto at -70° to -75° C. The mixture was poured into a mixture of water and 2N hydrochloric acid and the mixture was vacuum filtered. The product was washed with water and dried under reduced pressure to obtain 16.6 g of... The reactants are Cc1ccc(Oc2ccc(C=O)cc2)cc1, O=C(OO)c1cccc(Cl)c1, ClC(Cl)Cl. Product: Cc1ccc(Oc2ccc(O)cc2)cc1. As a reaction SMILES: [CH3:1][c:2]1[cH:3][cH:4][c:5]([O:6][c:7]2[cH:8][cH:9][c:10]([CH:11]=[O:12])[cH:13][cH:14]2)[cH:15][cH:16]1.[Cl:17][c:18]1[cH:19][cH:20][cH:21][c:22]([C:23]([O:24][OH:26])=[O:25])[cH:27]1.[Cl:28][CH:29]([Cl:30])[Cl:31]>>[CH3:1][c:2]1[cH:3][cH:4][c:5]([O:6][c:7]2[cH:8][cH:9][c:10]([OH:25])[cH:13][cH:14]2)[cH:15][cH:16]1. Reactants: C1CCOC1, CO, COC(=O)c1ccc(-c2ccccn2)cc1F, [Li+], [OH-], O, O. Yields the product O=C(O)c1ccc(-c2ccccn2)cc1F. As a reaction SMILES: [CH2:23]1[O:24][CH2:25][CH2:26][CH2:27]1.[CH3:21][OH:22].[F:1][c:2]1[c:3]([C:4](=[O:5])[O:6][CH3:7])[cH:8][cH:9][c:10](-[c:12]2[n:13][cH:14][cH:15][cH:16][cH:17]2)[cH:11]1.[Li+:20].[OH-:19].[OH2:18].[OH2:28]>>[F:1][c:2]1[c:3]([C:4](=[O:5])[OH:6])[cH:8][cH:9][c:10](-[c:12]2[n:13][cH:14][cH:15][cH:16][cH:17]2)[cH:11]1. Starting materials: CN1[C@@H](CCC1)C1=NN=C2N1C=C(C=C2)O[C@@H]2CC[C@@H](C1=CC=CC=C21)N ((1S,4R)-4-[3-((S)-1-Methyl-pyrrolidin-2-yl)-[1,2,4]triazolo[4,3-a]pyridin-6-yloxy]-1,2,3,4-tetrahydro-naphthalen-1-ylamine), ClC(COC(NC=1N(N=C(C1)C(C)(C)C)C1=CC(=CC=C1)CO)=O)(Cl)Cl ([5-tert-Butyl-2-(3-hydroxymethyl-phenyl)-2H-pyrazol-3-yl]-carbamic acid 2,2,2-trichloro-ethyl ester), CCN(C(C)C)C(C)C (DIPEA). Run in O1CCOCC1 (dioxane). Run at temperature 70 celsius. Product: N (NH3), C(C)(C)(C)C=1C=C(N(N1)C1=CC(=CC=C1)CO)NC(=O)N[C@H]1CC[C@H](C2=CC=CC=C12)OC=1C=CC=2N(C1)C(=NN2)[C@H]2N(CCC2)C (1-[5-tert-butyl-2-(3-hydroxymethyl-phenyl)-2H-pyrazol-3-yl]-3-{(1S,4R)-4-[3-((S)-1-methyl-pyrrolidin-2-yl)-{1,2,4]triazolo[4,3-a]pyridin-6-yloxy]-1,2,3,4-tetrahydro-naphthalen-1-yl}-urea). Isolated yield 67.3%. As a reaction SMILES: [CH3:1][N:2]1[CH2:6][CH2:5][CH2:4][C@H:3]1[C:7]1[N:11]2[CH:12]=[C:13]([O:16][C@H:17]3[C:26]4[C:21](=[CH:22][CH:23]=[CH:24][CH:25]=4)[C@@H:20]([NH2:27])[CH2:19][CH2:18]3)[CH:14]=[CH:15][C:10]2=[N:9][N:8]=1.ClC(Cl)(Cl)C[O:31][C:32](=O)[NH:33][C:34]1[N:35]([C:43]2[CH:48]=[CH:47][CH:46]=[C:45]([CH2:49][OH:50])[CH:44]=2)[N:36]=[C:37]([C:39]([CH3:42])([CH3:41])[CH3:40])[CH:38]=1.CCN(C(C)C)C(C)C>O1CCOCC1>[NH3:2].[C:39]([C:37]1[CH:38]=[C:34]([NH:33][C:32]([NH:27][C@@H:20]2[C:21]3[C:26](=[CH:25][CH:24]=[CH:23][CH:22]=3)[C@H:17]([O:16][C:13]3[CH:14]=[CH:15][C:10]4[N:11]([C:7]([C@@H:3]5[CH2:4][CH2:5][CH2:6][N:2]5[CH3:1])=[N:8][N:9]=4)[CH:12]=3)[CH2:18][CH2:19]2)=[O:31])[N:35]([C:43]2[CH:48]=[CH:47][CH:46]=[C:45]([CH2:49][OH:50])[CH:44]=2)[N:36]=1)([CH3:42])([CH3:40])[CH3:41]. Reported procedure: A solution of Intermediate 5c (1.60 g, 4.40 mmol) and Intermediate 29c (1.85 g, 4.40 mmol) in dioxane (20 mL) was treated with DIPEA (1.15 mL, 6.60 mmol) and the reaction mixture was heated at 70° C. for 36 h. The mixture was concentrated in vacuo and the residue was dissolved in DCM (150 mL) and washed with water (2×75 mL) and brine (75 mL). The organic layer was dried (MgSO4), filtered and concentrated in vacuo and the foam obtained purified by FCC, using 0-5% MeOH in DCM then 0-5% [2M NH3 in ... The reactants are CNc1nnc(SC)s1, O=C(Cl)Cl, c1ccccc1. Reaction SMILES: [CH3:1][S:2][c:3]1[s:4][c:5]([NH:8][CH3:9])[n:6][n:7]1.[Cl:10][C:11]([Cl:12])=[O:13].[cH:14]1[cH:15][cH:16][cH:17][cH:18][cH:19]1>>[CH3:1][S:2][c:3]1[s:4][c:5]([N:8]([CH3:9])[C:11]([Cl:10])=[O:13])[n:6][n:7]1. Product: CSc1nnc(N(C)C(=O)Cl)s1.